This data is from the Open Reaction Database (ORD), a public repository of structured organic reaction records. The task is: describe an organic reaction: reactants, conditions, products, and yield Starting materials: NC1=C(C=CC(=C1)F)C=1C(CCC1C)=O (2-(2-amino-4-fluorophenyl)-3-methyl-2-cyclopenten-1-one), Example 7, N1=CC=CC=C1 (pyridine), C1(=C(C(=CC(=C1)C)C)S(=O)(=O)Cl)C (2-mesitylenesulfonyl chloride). The product is C1(=C(C(=CC(=C1)C)C)S(=O)(=O)NC1=C(C=CC(=C1)F)C=1C(CCC1C)=O)C (2-(2-(2-mesitylenesulfonyl)amino-4-fluorophenyl)-3-methyl-2-cyclopenten-1-one). RXN SMILES: [NH2:1][C:2]1[CH:7]=[C:6]([F:8])[CH:5]=[CH:4][C:3]=1[C:9]1[C:10](=[O:15])[CH2:11][CH2:12][C:13]=1[CH3:14].N1C=CC=CC=1.[C:22]1([CH3:34])[CH:27]=[C:26]([CH3:28])[CH:25]=[C:24]([CH3:29])[C:23]=1[S:30](Cl)(=[O:32])=[O:31]>>[C:22]1([CH3:34])[CH:27]=[C:26]([CH3:28])[CH:25]=[C:24]([CH3:29])[C:23]=1[S:30]([NH:1][C:2]1[CH:7]=[C:6]([F:8])[CH:5]=[CH:4][C:3]=1[C:9]1[C:10](=[O:15])[CH2:11][CH2:12][C:13]=1[CH3:14])(=[O:31])=[O:32]. Procedure: 0.800 g (3.90 mmol) of 2-(2-amino-4-fluorophenyl)-3-methyl-2-cyclopenten-1-one, 0.339 g (4.29 mmol) of pyridine, 0.938 g (4.29 mmol) of 2-mesitylenesulfonyl chloride, and 4 mL of M.C were loaded to a 20 mL vial, and then reacted for 12 hours. The work-up was the same as in Example 7 (1.29 g, 85%). Reactants: O=C([O-])[O-], CC#N, Cl, CS(=O)(=O)c1cccc(N2CCNCC2)c1F, CCCI, [K+], [K+]. Yields the product CCCN1CCN(c2cccc(S(C)(=O)=O)c2F)CC1. RXN SMILES: [C:18](=[O:19])([O-:20])[O-:21].[CH3:29][C:30]#[N:31].[ClH:28].[F:1][c:2]1[c:3]([N:12]2[CH2:13][CH2:14][NH:15][CH2:16][CH2:17]2)[cH:4][cH:5][cH:6][c:7]1[S:8](=[O:9])(=[O:10])[CH3:11].[I:24][CH2:25][CH2:26][CH3:27].[K+:22].[K+:23]>>[F:1][c:2]1[c:3]([N:12]2[CH2:13][CH2:14][N:15]([CH2:25][CH2:26][CH3:27])[CH2:16][CH2:17]2)[cH:4][cH:5][cH:6][c:7]1[S:8](=[O:9])(=[O:10])[CH3:11].